This data is from the Open Reaction Database (ORD), a public repository of structured organic reaction records. The task is: describe an organic reaction: reactants, conditions, products, and yield The reactants are C(C)OC(C(=CC1=C(C=C(C=C1)C(F)(F)F)CCC)C)=O (2-methyl-3-(2-propyl-4-trifluoromethyl-phenyl)-acrylic acid ethyl ester), [Li+].[OH-] (LiOH). Run in C1CCOC1 (THF), O (H2O). Reaction conditions: time 3 hour. Yields the product CC(C(=O)O)=CC1=C(C=C(C=C1)C(F)(F)F)CCC (2-methyl-3-(2-propyl-4-trifluoromethyl-phenyl)-acrylic acid). The yield is 95.8%. As a reaction SMILES: C([O:3][C:4](=[O:21])[C:5]([CH3:20])=[CH:6][C:7]1[CH:12]=[CH:11][C:10]([C:13]([F:16])([F:15])[F:14])=[CH:9][C:8]=1[CH2:17][CH2:18][CH3:19])C.[Li+].[OH-]>C1COCC1.O>[CH3:20][C:5](=[CH:6][C:7]1[CH:12]=[CH:11][C:10]([C:13]([F:14])([F:15])[F:16])=[CH:9][C:8]=1[CH2:17][CH2:18][CH3:19])[C:4]([OH:21])=[O:3] |f:1.2|. Procedure: To a suspension of 2-methyl-3-(2-propyl-4-trifluoromethyl-phenyl)-acrylic acid ethyl ester (68 mg, 0.23 mmol) in THF (1 mL) was added a solution of 1N-LiOH (10 ml), and the mixture was stirred for 3 hours at room temperature. The resulting residue was dissolved in H2O and then washed three times with EtOAc, acidified with 1N HCl to pH 1-2. The solution was extracted three times with methylene chloride and then dried over anhydrous MgSO4 and concentrated in vacuo to give the title compound (60 mg... Starting materials: C(C1=CC=CC=C1)OC(=O)N[C@H]1[C@H](CC(CC1)(C)O)NC(=O)OCC1=CC=CC=C1 ((1R*,2S*)-N1,N2-bis(benzyloxycarbonyl)-4-hydroxy-4-methyl-1,2-cyclohexanediamine), [H][H] (hydrogen). The reagents and catalysts are [Pd] (Palladium on carbon). The solvent is CO (methanol). The product is OC1(C[C@@H]([C@@H](CC1)N)N)C ((1R*,2S*)-4-Hydroxy-4-methyl-1,2-cyclohexanediamine). As a reaction SMILES: C(OC([NH:11][C@@H:12]1[CH2:17][CH2:16][C:15]([OH:19])([CH3:18])[CH2:14][C@@H:13]1[NH:20]C(OCC1C=CC=CC=1)=O)=O)C1C=CC=CC=1.[H][H]>[Pd].CO>[OH:19][C:15]1([CH3:18])[CH2:16][CH2:17][C@@H:12]([NH2:11])[C@@H:13]([NH2:20])[CH2:14]1. Procedure: 10% Palladium on carbon (350 mg) was suspended in a methanol solution (100 ml) of (1R*,2S*)-N1,N2-bis(benzyloxycarbonyl)-4-hydroxy-4-methyl-1,2-cyclohexanediamine (Stereoisomer A) (780 mg), and the suspension was stirred for 5 hours in a hydrogen atmosphere. The catalyst was removed by filtration, and the filtrate was concentrated under reduced pressure. After the residue was dissolved in dichloromethane (100 ml), and the solution was dried over anhydrous sodium sulfate, the solvent was distille...